This data is from the Open Reaction Database (ORD), a public repository of structured organic reaction records. The task is: describe an organic reaction: reactants, conditions, products, and yield The reactants are imidazolidinones, imidazolones, final products, CN1C(N(C=C1)CC#C)=O (1,3-dihydro-1-methyl-3-(2-propynyl)-2H-imidazol-2-one), C=O (paraformaldehyde), N1CCCC1 (pyrrolidine). Solvent: O1CCOCC1 (dioxane). The product is CN1C(N(C=C1)CC#CCN1CCCC1)=O (1,3-dihydro-1-methyl-3-[4-(1-pyrrolidinyl)-2-butynyl]-2H-imidazol-2-one). Reagents/catalysts: cuprous chloride. Reaction SMILES: [CH3:1][N:2]1[CH:6]=[CH:5][N:4]([CH2:7][C:8]#[CH:9])[C:3]1=[O:10].[CH2:11]=O.[NH:13]1[CH2:17][CH2:16][CH2:15][CH2:14]1>O1CCOCC1>[CH3:1][N:2]1[CH:6]=[CH:5][N:4]([CH2:7][C:8]#[C:9][CH2:11][N:13]2[CH2:17][CH2:16][CH2:15][CH2:14]2)[C:3]1=[O:10]. Reported procedure: The intermediate imidazolidinones and imidazolones were converted to the final products using the general procedures outlined in Scheme 2. 1,3-dihydro-1-methyl-3-(2-propynyl)-2H-imidazol-2-one was reacted with paraformaldehyde and pyrrolidine in dioxane using cuprous chloride as catalyst to give 1,3-dihydro-1-methyl-3-[4-(1-pyrrolidinyl)-2-butynyl]-2H-imidazol-2-one. The diethylamine analogue was prepared similarly and was reacted with cyanogen bromide to give the bromide XI which was reacted wi... Reactants: COC(=O)Cn1c(=O)n(COC(=O)C(C)(C)C)c(=O)c2c1nc(N1CCN(C(=O)OC(C)(C)C)CC1)n2-c1ccccc1Cl, CO, Cl, [H-], [Na+], C1CCOC1. The product is COC(=O)Cn1c(=O)[nH]c(=O)c2c1nc(N1CCN(C(=O)OC(C)(C)C)CC1)n2-c1ccccc1Cl. Reaction SMILES: [C:1]([CH3:2])([CH3:3])([CH3:4])[O:5][C:6](=[O:7])[N:8]1[CH2:9][CH2:10][N:11]([c:14]2[n:15][c:16]3[n:17]([CH2:40][C:41](=[O:42])[O:43][CH3:44])[c:18](=[O:39])[n:19]([CH2:31][O:32][C:33](=[O:34])[C:35]([CH3:36])([CH3:37])[CH3:38])[c:20](=[O:30])[c:21]3[n:22]2-[c:23]2[c:24]([Cl:29])[cH:25][cH:26][cH:27][cH:28]2)[CH2:12][CH2:13]1.[CH3:53][OH:54].[ClH:47].[H-:45].[Na+:46].[O:48]1[CH2:49][CH2:50][CH2:51][CH2:52]1>>[C:1]([CH3:2])([CH3:3])([CH3:4])[O:5][C:6](=[O:7])[N:8]1[CH2:9][CH2:10][N:11]([c:14]2[n:15][c:16]3[n:17]([CH2:40][C:41](=[O:42])[O:43][CH3:44])[c:18](=[O:39])[nH:19][c:20](=[O:30])[c:21]3[n:22]2-[c:23]2[c:24]([Cl:29])[cH:25][cH:26][cH:27][cH:28]2)[CH2:12][CH2:13]1. Reactants: [H-].[Na+] (sodium hydride), Cl (HCl), FC(OC1=CC=C(C2=C1OC=1C(N(N=CC12)CC)=O)C(=O)OC1=CC=C(C=C1)[N+](=O)[O-])F (4-nitrophenyl 6-difluoromethoxy-3-ethyl-4-oxo-3,4-dihydrobenzo[4,5]furo[2,3-d]pyridazine-9-carboxylate), NC1=C(C=NC=C1Cl)Cl (4-amino-3,5-dichloro pyridine). Solvent: CN(C=O)C (dimethyl formamide), O (Water). Conditions: temperature 5 celsius. Product: ClC=1C=NC=C(C1NC(=O)C1=CC=C(C2=C1C1=C(C(N(N=C1)CC)=O)O2)OC(F)F)Cl (N9-(3,5-dichloro-4-pyridyl)-6-difluoromethoxy-3-ethyl-4-oxo-3,4-dihydro benzo[4,5]furo[2,3-d]pyridazine-9-carboxamide). The yield is 210.7%. As a reaction SMILES: [F:1][CH:2]([F:32])[O:3][C:4]1[C:9]2[O:10][C:11]3[C:12](=[O:19])[N:13]([CH2:17][CH3:18])[N:14]=[CH:15][C:16]=3[C:8]=2[C:7]([C:20]([O:22]C2C=CC([N+]([O-])=O)=CC=2)=O)=[CH:6][CH:5]=1.[NH2:33][C:34]1[C:39]([Cl:40])=[CH:38][N:37]=[CH:36][C:35]=1[Cl:41].[H-].[Na+].Cl>CN(C)C=O.O>[Cl:41][C:35]1[CH:36]=[N:37][CH:38]=[C:39]([Cl:40])[C:34]=1[NH:33][C:20]([C:7]1[C:8]2[C:16]3[CH:15]=[N:14][N:13]([CH2:17][CH3:18])[C:12](=[O:19])[C:11]=3[O:10][C:9]=2[C:4]([O:3][CH:2]([F:32])[F:1])=[CH:5][CH:6]=1)=[O:22] |f:2.3|. Reported procedure: A suspension of 4-nitrophenyl 6-difluoromethoxy-3-ethyl-4-oxo-3,4-dihydrobenzo[4,5]furo[2,3-d]pyridazine-9-carboxylate (from step III) (81 mg, 0.18 mmol) and 4-amino-3,5-dichloro pyridine (32 mg, 0.19 mmol) in dimethyl formamide (3 ml) was cooled to −30-40° C. under nitrogen. Then sodium hydride (15 mg, 0.36 mmol) was added lotwise at the same temp. under nitrogen. Progress of reaction was monitored by TLC. At the end, reaction mixture was cooled to 0-10° C. Water (100 ml) was added dropwise to ...